From a dataset of the Open Reaction Database (ORD), a public repository of structured organic reaction records. describe an organic reaction: reactants, conditions, products, and yield Reactants: COC(=O)C(CC1CCCCC1)c1ccc(OCc2ccc3ccccc3n2)cc1, CO, [Na+], [OH-]. Yields the product O=C(O)C(CC1CCCCC1)c1ccc(OCc2ccc3ccccc3n2)cc1. As a reaction SMILES: [CH3:1][O:2][C:3]([CH:4]([CH2:5][CH:6]1[CH2:7][CH2:8][CH2:9][CH2:10][CH2:11]1)[c:12]1[cH:13][cH:14][c:15]([O:18][CH2:19][c:20]2[n:21][c:22]3[cH:23][cH:24][cH:25][cH:26][c:27]3[cH:28][cH:29]2)[cH:16][cH:17]1)=[O:30].[CH3:33][OH:34].[Na+:32].[OH-:31]>>[O:2]=[C:3]([CH:4]([CH2:5][CH:6]1[CH2:7][CH2:8][CH2:9][CH2:10][CH2:11]1)[c:12]1[cH:13][cH:14][c:15]([O:18][CH2:19][c:20]2[n:21][c:22]3[cH:23][cH:24][cH:25][cH:26][c:27]3[cH:28][cH:29]2)[cH:16][cH:17]1)[OH:30]. The reactants are CCO, O=C(O)c1cnc2[nH]ncc2c1O. Product: Oc1ccnc2[nH]ncc12. RXN SMILES: [CH3:14][CH2:15][OH:16].[OH:1][c:2]1[c:3]2[c:4]([n:5][cH:6][c:7]1[C:8]([OH:9])=[O:10])[nH:11][n:12][cH:13]2>>[OH:1][c:2]1[c:3]2[c:4]([n:5][cH:6][cH:7]1)[nH:11][n:12][cH:13]2.